Dataset: the Open Reaction Database (ORD), a public repository of structured organic reaction records. Task: describe an organic reaction: reactants, conditions, products, and yield Starting materials: C(C)(C)(C)OC(=O)NCCNC(=S)N (N-(2-t-butyloxycarbonylaminoethyl)thiourea), ClCC(=O)CCl (1,3-dichloroacetone). The solvent is C(C)O (ethanol). Product: C(C)(C)(C)OC(=O)NCCNC=1SC=C(N1)CCl (2-(2-t-Butyloxycarbonylaminoethylamino)-4-chloromethyl-1,3-thiazole). Yield: 23.4%. RXN SMILES: [C:1]([O:5][C:6]([NH:8][CH2:9][CH2:10][NH:11][C:12]([NH2:14])=[S:13])=[O:7])([CH3:4])([CH3:3])[CH3:2].[Cl:15][CH2:16][C:17]([CH2:19]Cl)=O>C(O)C>[C:1]([O:5][C:6]([NH:8][CH2:9][CH2:10][NH:11][C:12]1[S:13][CH:19]=[C:17]([CH2:16][Cl:15])[N:14]=1)=[O:7])([CH3:4])([CH3:2])[CH3:3]. Procedure details: A solution of N-(2-t-butyloxycarbonylaminoethyl)thiourea (1.00 g, 4.54 mol) in ethanol (22 mL) was added 1,3-dichloroacetone (2.60 g, 20.47 mmol) at room temperature. After 2 hours the reaction mixture was concentrated under reduced pressure. The residue was triturated with ether and filtered to afford the solid precipitate of title product (1.40 g), which was used for next step without further purification. 1H NMR (CDCl3) δ 1.40 (s, 9H), 3.35 (m, 4H), 4.38 (s, 2H), 5.00 (br s, 1H), 6.40 (s, 1H)... The reactants are BrCCCCCC(=O)C1=C(C(=C(C(=C1)C)OC)OC)C (6-bromo-1-(3,4-dimethoxy-2,5-dimethylphenyl)-1-hexanone), COC(C1=C(C(=C(C=C1)O)CCC)O)=O (2,4-dihydroxy-3-propylbenzoic acid methyl ester), C([O-])([O-])=O.[K+].[K+] (potassium carbonate). Solvent: CC(=O)C (acetone), CN(C)C=O (DMF). Product: COC(C1=C(C(=C(C=C1)OCCCCCC(=O)C1=C(C(=C(C(=C1)C)OC)OC)C)CCC)O)=O (4-[[6-(3,4-dimethoxy-2,5-dimethylphenyl)-6-oxohexyl]oxy]-2-hydroxy-3-propyl benzoic acid methyl ester). The yield is 98.7%. Reaction SMILES: Br[CH2:2][CH2:3][CH2:4][CH2:5][CH2:6][C:7]([C:9]1[CH:14]=[C:13]([CH3:15])[C:12]([O:16][CH3:17])=[C:11]([O:18][CH3:19])[C:10]=1[CH3:20])=[O:8].[CH3:21][O:22][C:23](=[O:35])[C:24]1[CH:29]=[CH:28][C:27]([OH:30])=[C:26]([CH2:31][CH2:32][CH3:33])[C:25]=1[OH:34].C(=O)([O-])[O-].[K+].[K+]>CC(C)=O.CN(C=O)C>[CH3:21][O:22][C:23](=[O:35])[C:24]1[CH:29]=[CH:28][C:27]([O:30][CH2:2][CH2:3][CH2:4][CH2:5][CH2:6][C:7]([C:9]2[CH:14]=[C:13]([CH3:15])[C:12]([O:16][CH3:17])=[C:11]([O:18][CH3:19])[C:10]=2[CH3:20])=[O:8])=[C:26]([CH2:31][CH2:32][CH3:33])[C:25]=1[OH:34] |f:2.3.4|. Procedure: A mixture of 2.50 g (7.29 mmol) of 6-bromo-1-(3,4-dimethoxy-2,5-dimethylphenyl)-1-hexanone, 1.53 g (7.29 mmol) of 2,4-dihydroxy-3-propylbenzoic acid methyl ester and 3.30 g (24 mmol) of potassium carbonate in 50 mL of acetone and 5 mL of DMF was stirred and heated at reflux for 26 hours. After workup as in Example 16 the crude product was purified by HPLC using 10% ethyl acetate-hexane to give 3.40 g (98% yield) of 4-[[6-(3,4-dimethoxy-2,5-dimethylphenyl)-6-oxohexyl]oxy]-2-hydroxy-3-propyl benzo... The reactants are CC(=O)OC(C)=O, CO, Nc1ccc(OCC2CCN(CC(O)COc3cccc4c3CCN4C=O)CC2)cc1, c1ccncc1. Product: CC(=O)Nc1ccc(OCC2CCN(CC(O)COc3cccc4c3CCN4C=O)CC2)cc1. RXN SMILES: [CH3:32][C:33](=[O:34])[O:35][C:36](=[O:37])[CH3:38].[CH3:45][OH:46].[OH:1][CH:2]([CH2:3][O:4][c:5]1[c:6]2[c:10]([cH:11][cH:12][cH:13]1)[N:9]([CH:14]=[O:15])[CH2:8][CH2:7]2)[CH2:16][N:17]1[CH2:18][CH2:19][CH:20]([CH2:23][O:24][c:25]2[cH:26][cH:27][c:28]([NH2:31])[cH:29][cH:30]2)[CH2:21][CH2:22]1.[cH:39]1[cH:40][cH:41][n:42][cH:43][cH:44]1>>[OH:1][CH:2]([CH2:3][O:4][c:5]1[c:6]2[c:10]([cH:11][cH:12][cH:13]1)[N:9]([CH:14]=[O:15])[CH2:8][CH2:7]2)[CH2:16][N:17]1[CH2:18][CH2:19][CH:20]([CH2:23][O:24][c:25]2[cH:26][cH:27][c:28]([NH:31][C:33]([CH3:32])=[O:34])[cH:29][cH:30]2)[CH2:21][CH2:22]1. The reactants are COCOC1=CC=C2C(C(COC2=C1)C1=CC=C(C=C1)OCOC)CCCCCCCCCSCCCC(C(F)(F)F)(F)F ((3RS,4RS)-7-methoxymethoxy-3-(4-methoxymethoxyphenyl)-4-[9-(4,4,5,5,5-pentafluoropentylthio)nonyl]chroman), Cl (HCl), O (H2O). Reported procedure: To a solution of (3RS,4RS)-7-methoxymethoxy-3-(4-methoxymethoxyphenyl)-4-[9-(4,4,5,5,5-pentafluoropentylthio)nonyl]chroman (204 mg, 0.314 mmol) in EtOH (2 ml) was added 6N HCl (0.2 ml, 1.2 mmol). The resulting solution was stirred between 40 and 45° C. for 17 hr, and then poured into H2O. The mixture was extracted with AcOEt. The organic layer was washed with saturated aqueous NaCl, dried over Na2SO4, filtered, concentrated, and purified by column chromatography (silica gel, 33% AcOEt/hexane) to... As a reaction SMILES: COC[O:4][C:5]1[CH:14]=[C:13]2[C:8]([CH:9]([CH2:25][CH2:26][CH2:27][CH2:28][CH2:29][CH2:30][CH2:31][CH2:32][CH2:33][S:34][CH2:35][CH2:36][CH2:37][C:38]([F:44])([F:43])[C:39]([F:42])([F:41])[F:40])[CH:10]([C:15]3[CH:20]=[CH:19][C:18]([O:21]COC)=[CH:17][CH:16]=3)[CH2:11][O:12]2)=[CH:7][CH:6]=1.Cl.O>CCO>[OH:4][C:5]1[CH:14]=[C:13]2[C:8]([CH:9]([CH2:25][CH2:26][CH2:27][CH2:28][CH2:29][CH2:30][CH2:31][CH2:32][CH2:33][S:34][CH2:35][CH2:36][CH2:37][C:38]([F:44])([F:43])[C:39]([F:40])([F:41])[F:42])[CH:10]([C:15]3[CH:16]=[CH:17][C:18]([OH:21])=[CH:19][CH:20]=3)[CH2:11][O:12]2)=[CH:7][CH:6]=1. Yields the product OC1=CC=C2C(C(COC2=C1)C1=CC=C(C=C1)O)CCCCCCCCCSCCCC(C(F)(F)F)(F)F ((3RS,4RS)-7-hydroxy-3-(4-hydroxyphenyl)-4-[9-(4,4,5,5,5-pentafluoropentylthio)nonyl]chroman). The solvent is CCO (EtOH). The yield is 79.5%. Reaction conditions: time 17 hour. Reaction SMILES: [S:1]1[CH:5]=[CH:4][CH:3]=[C:2]1[C:6]([OH:8])=O.C(N1C=CN=C1)(N1C=CN=C1)=O.CN(C=O)C.[NH2:26][C:27]1[CH:32]=[CH:31][C:30]([C:33]2[CH:34]([CH3:40])[CH2:35][C:36](=[O:39])[NH:37][N:38]=2)=[CH:29][C:28]=1O>O.C(O)(=O)C>[CH3:40][CH:34]1[C:33]([C:30]2[CH:31]=[CH:32][C:27]3[N:26]=[C:6]([C:2]4[S:1][CH:5]=[CH:4][CH:3]=4)[O:8][C:28]=3[CH:29]=2)=[N:38][NH:37][C:36](=[O:39])[CH2:35]1. Run at time 30 minute. Procedure: 2.6 g (0.02 mol) thiophene-2-carboxylic acid, 3.3 g (0.02 mol) 1,1′carbonyldiimidazole and 50 ml DMF are combined and the mixture is stirred for 30 min at RT, then 4.4 g (0.02 mol) 6-(4-amino-3-hydroxy-phenyl)-5-methyl-4,5-dihydro-2H-pyridazin-3-one are added and the mixture is stirred for 4 h at 60° C. The reaction mixture is diluted with water and acidified with glacial acetic acid, the precipitated solid is filtered off, washed with water and isopropanol and then dried. The solid obtained is ... Starting materials: polyphosphoric acid, S1C(=CC=C1)C(=O)O (thiophene-2-carboxylic acid), NC1=C(C=C(C=C1)C=1C(CC(NN1)=O)C)O (6-(4-amino-3-hydroxy-phenyl)-5-methyl-4,5-dihydro-2H-pyridazin-3-one), C(=O)(N1C=NC=C1)N1C=NC=C1 (1,1′carbonyldiimidazole), CN(C)C=O (DMF). Run in C(C)(=O)O (acetic acid), O (water). Yields the product CC1CC(NN=C1C1=CC2=C(N=C(O2)C=2SC=CC2)C=C1)=O (5-methyl-6-(2-thiophen-2-yl-benzoxazol-6-yl)-4,5-dihydro-2H-pyridazin-3-one).